From a dataset of the Open Reaction Database (ORD), a public repository of structured organic reaction records. describe an organic reaction: reactants, conditions, products, and yield Starting materials: BrCCCBr, O=C([O-])[O-], CC#N, [K+], [K+], COC(=O)Cc1ccccc1O. Product: COC(=O)Cc1ccccc1OCCCBr. Reaction SMILES: [Br:7][CH2:8][CH2:9][CH2:10][Br:11].[C:1](=[O:2])([O-:3])[O-:4].[CH3:24][C:25]#[N:26].[K+:5].[K+:6].[OH:12][c:13]1[c:14]([CH2:19][C:20](=[O:21])[O:22][CH3:23])[cH:15][cH:16][cH:17][cH:18]1>>[Br:7][CH2:8][CH2:9][CH2:10][O:12][c:13]1[c:14]([CH2:19][C:20](=[O:21])[O:22][CH3:23])[cH:15][cH:16][cH:17][cH:18]1. The reactants are FC1=C(N)C=CC=C1 (2-fluoroaniline), C([O-])([O-])=O.[K+].[K+] (potassium carbonate), C(C=CC1=CC=CC=C1)(=O)Cl (cinnamoyl chloride). The solvent is O (water), CC(=O)C (acetone), CC(=O)C (acetone). Reaction conditions: temperature 0 celsius, time 1 hour. Yields the product FC1=C(C=CC=C1)NC(C=CC1=CC=CC=C1)=O (N-(2-Fluorophenyl)cinnamamide). RXN SMILES: [F:1][C:2]1[CH:8]=[CH:7][CH:6]=[CH:5][C:3]=1[NH2:4].C(=O)([O-])[O-].[K+].[K+].[C:15](Cl)(=[O:24])[CH:16]=[CH:17][C:18]1[CH:23]=[CH:22][CH:21]=[CH:20][CH:19]=1>O.CC(C)=O>[F:1][C:2]1[CH:8]=[CH:7][CH:6]=[CH:5][C:3]=1[NH:4][C:15](=[O:24])[CH:16]=[CH:17][C:18]1[CH:23]=[CH:22][CH:21]=[CH:20][CH:19]=1 |f:1.2.3|. Reported procedure: To a solution of 2-fluoroaniline (25.0 g, 225 mmol) and potassium carbonate (47 g, 337 mmol) in water (112 mL) and acetone (45 mL) at 0° C. was added cinnamoyl chloride (37 g, 225 mmol, 1 eq) in acetone (45 mL) over 2 h. The reaction was stirred for 1 h (0° C., then quenched into 200 mL of ice-water. The white crystalline solid was filtered and washed with water. The solid was air dried for 2 h, then washed with 400 mL of hexanes. The solid was dried under vacuum overnight to afford product. 1H ...